From a dataset of the Open Reaction Database (ORD), a public repository of structured organic reaction records. describe an organic reaction: reactants, conditions, products, and yield Starting materials: OC=1C=C(C(=O)OC)C=CC1 (methyl 3-hydroxybenzoate), C([O-])([O-])=O.[K+].[K+] (potassium carbonate), C(C1=CC=CC=C1)Cl (benzyl chloride). Run in CC(=O)C (acetone). Product: C(C1=CC=CC=C1)OC=1C=C(C(=O)OC)C=CC1 (Methyl 3-benzyloxybenzoate). As a reaction SMILES: [OH:1][C:2]1[CH:3]=[C:4]([CH:9]=[CH:10][CH:11]=1)[C:5]([O:7][CH3:8])=[O:6].C(=O)([O-])[O-].[K+].[K+].[CH2:18](Cl)[C:19]1[CH:24]=[CH:23][CH:22]=[CH:21][CH:20]=1>CC(C)=O>[CH2:18]([O:1][C:2]1[CH:3]=[C:4]([CH:9]=[CH:10][CH:11]=1)[C:5]([O:7][CH3:8])=[O:6])[C:19]1[CH:24]=[CH:23][CH:22]=[CH:21][CH:20]=1 |f:1.2.3|. Procedure: A mixture of 1564 g. (10.2 mole) of methyl 3-hydroxybenzoate, 1407.6 g. (10.2 mole) potassium carbonate and 1285.2 g. (10.2 mole) benzyl chloride in 5 l. of acetone is heated at reflux for 22 hours. The reaction mixture is then cooled, filtered and the filtrate evaporated. The residue is crystallized in a small volume of pentane to give a quantitative yield of the title compound. Starting materials: NC1=C(C=C(C=C1)B1OC(C)(C)C(C)(C)O1)Cl (4-amino-3-chlorophenylboronic acid pinacol ester), BrC=1C=NC=NC1 (5-bromopyrimidine), C([O-])([O-])=O.[Na+].[Na+] (sodium carbonate). The reagents and catalysts are C1(=CC=CC=C1)P([C-]1C=CC=C1)C1=CC=CC=C1.[C-]1(C=CC=C1)P(C1=CC=CC=C1)C1=CC=CC=C1.[Fe+2] (1,1′-bis(diphenylphosphino)ferrocene). Solvent: COCCOC (DME). Run at temperature 150 celsius. The product is ClC1=C(N)C=CC(=C1)C=1C=NC=NC1 (2-Chloro-4-(pyrimidin-5-yl)aniline). Yield: 84.0%. Reaction SMILES: [NH2:1][C:2]1[CH:7]=[CH:6][C:5](B2OC(C)(C)C(C)(C)O2)=[CH:4][C:3]=1[Cl:17].Br[C:19]1[CH:20]=[N:21][CH:22]=[N:23][CH:24]=1.C(=O)([O-])[O-].[Na+].[Na+]>C1(P(C2C=CC=CC=2)[C-]2C=CC=C2)C=CC=CC=1.[C-]1(P(C2C=CC=CC=2)C2C=CC=CC=2)C=CC=C1.[Fe+2].COCCOC>[Cl:17][C:3]1[CH:4]=[C:5]([C:19]2[CH:20]=[N:21][CH:22]=[N:23][CH:24]=2)[CH:6]=[CH:7][C:2]=1[NH2:1] |f:2.3.4,5.6.7|. Procedure details: To a mixture of 4-amino-3-chlorophenylboronic acid pinacol ester (0.110 g, 0.434 mmol), 5-bromopyrimidine (0.090 g, 0.56 mmol), 1,1′-bis(diphenylphosphino)ferrocene)-dichloropalladium(II) DCM complex (23 mg, 0.028 mmol) was added anhydrous DME (3.0 mL) followed by 2M aqueous sodium carbonate (0.53 mL, 1.06 mmol). The microwave vial was heated at 150° C. for 15 minutes under microwave irradiation. The reaction was partitioned between ethyl acetate (60 mL) and a saturated aqueous NaHCO3 solution (... The reactants are C=C(C)C(=O)N=C=O, CC(N)=O, ClCCCl, c1ccncc1. Product: C=C(C)C(=O)NC(=O)NC(C)=O. As a reaction SMILES: [C:5]([C:6](=[CH2:7])[CH3:8])(=[O:9])[N:10]=[C:11]=[O:12].[CH3:1][C:2]([NH2:3])=[O:4].[Cl:19][CH2:20][CH2:21][Cl:22].[cH:13]1[cH:14][cH:15][n:16][cH:17][cH:18]1>>[CH3:1][C:2]([NH:3][C:11]([NH:10][C:5]([C:6](=[CH2:7])[CH3:8])=[O:9])=[O:12])=[O:4]. The reactants are CCO, [H][H], CCOC(=O)COc1ccc(C=CC(=O)c2cccnc2)cc1. Yields the product CCOC(=O)COc1ccc(CCC(=O)c2cccnc2)cc1. Reaction SMILES: [CH3:24][CH2:25][OH:26].[H:27][H:28].[O:1]=[C:2]([CH:3]=[CH:4][c:5]1[cH:6][cH:7][c:8]([O:9][CH2:10][C:11](=[O:12])[O:13][CH2:14][CH3:15])[cH:16][cH:17]1)[c:18]1[cH:19][n:20][cH:21][cH:22][cH:23]1>>[O:1]=[C:2]([CH2:3][CH2:4][c:5]1[cH:6][cH:7][c:8]([O:9][CH2:10][C:11](=[O:12])[O:13][CH2:14][CH3:15])[cH:16][cH:17]1)[c:18]1[cH:19][n:20][cH:21][cH:22][cH:23]1. Solvent: CS(=O)C (dimethylsulfoxide). Isolated yield 43.9%. RXN SMILES: [CH2:1]1[CH:3]2[CH2:4][C:5]3[C:6]([O:11][C:12]4[N:13]=[N:14][C:15]([Cl:19])=[CH:16][C:17]=4Cl)=[CH:7][CH:8]=[CH:9][C:10]=3[CH:2]12.[OH-:20].[Na+]>CS(C)=O>[CH2:1]1[CH:3]2[CH2:4][C:5]3[C:6]([O:11][C:12]4[N:13]=[N:14][C:15]([Cl:19])=[CH:16][C:17]=4[OH:20])=[CH:7][CH:8]=[CH:9][C:10]=3[CH:2]12 |f:1.2|. Product: C1C2C1CC=1C(=CC=CC21)OC=2N=NC(=CC2O)Cl (3-(1,1a,6,6a-tetrahydrocyclopropa[a]inden-5-yloxy)-6-chloro-4-pyridazinol). Run at time 4 hour. Starting materials: C1C2C1CC=1C(=CC=CC21)OC=2N=NC(=CC2Cl)Cl (3-(1,1a,6,6a-tetrahydrocyclopropa[a]inden-5-yloxy)-4,6-dichloropyridazine), [OH-].[Na+] (sodium hydroxide), ice. Procedure: In dimethylsulfoxide (3 mL) was dissolved 32.6 mg (0.111 mmol) of 3-(1,1a,6,6a-tetrahydrocyclopropa[a]inden-5-yloxy)-4,6-dichloropyridazine obtained in Example 14(8), and 0.1 mL (0.2 mmol) of 2 mol/L aqueous sodium hydroxide solution was added to the solution and the resulting mixture was stirred at room temperature for 4 hours. The reaction mixture was poured into ice-cold 1 mol/L aqueous sodium hydroxide solution, and washed with ethyl acetate. The aqueous layer was separated, conc. hydrochlor...